Dataset: the Open Reaction Database (ORD), a public repository of structured organic reaction records. Task: describe an organic reaction: reactants, conditions, products, and yield Starting materials: FC1=C(C=CC(=C1)I)NC1=C(C(=O)O)C=CN=C1 (3-[(2-fluoro-4-iodophenyl)amino]isonicotinic acid), FC1=C(C=CC(=C1)I)NC1=C(C(=O)O)C=CN=C1 (3-[(2-fluoro-4-iodophenyl)amino]isonicotinic acid), COCCN (2-methoxy-ethylamine). Product: FC1=C(C=CC(=C1)I)NC1=C(C(=O)NCCO)C=CN=C1 (3-(2-Fluoro-4-iodo-phenylamino)-N-(2-hydroxy-ethyl)-isonicotinamide). As a reaction SMILES: [F:1][C:2]1[CH:7]=[C:6]([I:8])[CH:5]=[CH:4][C:3]=1[NH:9][C:10]1[CH:18]=[N:17][CH:16]=[CH:15][C:11]=1[C:12]([OH:14])=O.C[O:20][CH2:21][CH2:22][NH2:23]>>[F:1][C:2]1[CH:7]=[C:6]([I:8])[CH:5]=[CH:4][C:3]=1[NH:9][C:10]1[CH:18]=[N:17][CH:16]=[CH:15][C:11]=1[C:12]([NH:23][CH2:22][CH2:21][OH:20])=[O:14]. Reported procedure: 3-(2-Fluoro-4-iodo-phenylamino)-N-(2-hydroxy-ethyl)-isonicotinamide was synthesized according to the procedure for General Method 1, outlined above, starting with 0.45 mmol of 3-[(2-fluoro-4-iodophenyl)amino]isonicotinic acid (intermediate 1) and 0.60 mmol of 2-methoxy-ethylamine. LC/MS [3.42 min; 402 (M+1)] Reactants: CC(C)(C)OC(=O)N1CCC(CO)CC1, CCCCc1nnc(Cl)cc1-c1ccc(OCc2ccccc2)cc1, C1CCOC1, [H-], [Na+], O. Product: CCCCc1nnc(OCC2CCN(C(=O)OC(C)(C)C)CC2)cc1-c1ccc(OCc2ccccc2)cc1. RXN SMILES: [C:1]([CH3:2])([CH3:3])([CH3:4])[O:5][C:6](=[O:7])[N:8]1[CH2:9][CH2:10][CH:11]([CH2:14][OH:15])[CH2:12][CH2:13]1.[CH2:18]([c:19]1[cH:20][cH:21][cH:22][cH:23][cH:24]1)[O:25][c:26]1[cH:27][cH:28][c:29](-[c:32]2[c:33]([CH2:39][CH2:40][CH2:41][CH3:42])[n:34][n:35][c:36]([Cl:38])[cH:37]2)[cH:30][cH:31]1.[CH2:44]1[O:45][CH2:46][CH2:47][CH2:48]1.[H-:17].[Na+:16].[OH2:43]>>[C:1]([CH3:2])([CH3:3])([CH3:4])[O:5][C:6](=[O:7])[N:8]1[CH2:9][CH2:10][CH:11]([CH2:14][O:15][c:36]2[n:35][n:34][c:33]([CH2:39][CH2:40][CH2:41][CH3:42])[c:32](-[c:29]3[cH:28][cH:27][c:26]([O:25][CH2:18][c:19]4[cH:20][cH:21][cH:22][cH:23][cH:24]4)[cH:31][cH:30]3)[cH:37]2)[CH2:12][CH2:13]1. The reactants are C(C)(C)C1=NC(=C(C(=C1CO)C1=CC(=CC=C1)OCC1=CC=CC=C1)C=CCCC)C(C)C (2,6-Diisopropyl-3-hydroxymethyl-4-(3-benzyloxyphenyl)-5-(pent-1-enyl)pyridine), C23H33NO2. The solvent is C(C)(=O)OCC.CCCCCC (ethyl acetate n-hexane). The product is C(C)(C)C1=NC(=C(C(=C1CO)C1=CC(=CC=C1)O)CCCCC)C(C)C (2,6-Diisopropyl-3-hydroxymethyl-4-(3-hydroxyphenyl)-5-pentylpyridine). As a reaction SMILES: [CH:1]([C:4]1[C:9]([CH2:10][OH:11])=[C:8]([C:12]2[CH:17]=[CH:16][CH:15]=[C:14]([O:18]CC3C=CC=CC=3)[CH:13]=2)[C:7]([CH:26]=[CH:27][CH2:28][CH2:29][CH3:30])=[C:6]([CH:31]([CH3:33])[CH3:32])[N:5]=1)([CH3:3])[CH3:2]>C(OCC)(=O)C.CCCCCC>[CH:1]([C:4]1[C:9]([CH2:10][OH:11])=[C:8]([C:12]2[CH:17]=[CH:16][CH:15]=[C:14]([OH:18])[CH:13]=2)[C:7]([CH2:26][CH2:27][CH2:28][CH2:29][CH3:30])=[C:6]([CH:31]([CH3:32])[CH3:33])[N:5]=1)([CH3:3])[CH3:2] |f:1.2|. Reported procedure: The title compound was prepared from 2,6-diisopropyl-3-hydroxymethyl-4-(3-benzyloxyphenyl)-5-(pent-1-enyl)pyridine (Example 152) by the procedure described in Example 126. 1H NMR (300 MHz, CDCl3): δ 0.78 (t, J=7.0 Hz, 3 H), 1.28 (m, 18 H), 2.28 (m, 2 H), 3.22 (m, 1 H), 3.39 (m, 1 H), 4.34 (m, 2 H), 5.52 (s, 1 H), 6.63 (m, 1 H), 6.71 (d, J=8.0 Hz, 1 H), 6.81 (m, 1 H), 7.26 (m, 1 H). FAB-MS: calculated for C23H33NO2 356; found 357 (M+H, 100%). Elemental analysis: calculated for C23H33NO2: C 77.70;... Starting materials: Cl (HCl), C(CCO)O (1,3-propane-diol), C(C1=CC=CC=C1)Br (benzyl bromide), CC(C)([O-])C.[K+] (Potassium-t-butoxide). The solvent is O (water), O1CCCC1 (tetrahydrofuran). Reaction conditions: time 8 hour. Yields the product C(C1=CC=CC=C1)OCCCO (3-Benzyloxy-1-propanol). Yield: 97.5%. RXN SMILES: [CH2:1]([OH:5])[CH2:2][CH2:3][OH:4].[CH2:6](Br)[C:7]1[CH:12]=[CH:11][CH:10]=[CH:9][CH:8]=1.CC(C)([O-])C.[K+].Cl>O1CCCC1.O>[CH2:6]([O:4][CH2:3][CH2:2][CH2:1][OH:5])[C:7]1[CH:12]=[CH:11][CH:10]=[CH:9][CH:8]=1 |f:2.3|. Reported procedure: In a 2 L flask, a solution of 1,3-propane-diol (3) (38 g, 0.5 moles) and benzyl bromide (85.5 g, 0.5 moles) in dry tetrahydrofuran (500 mL) is cooled to 0° C. (internal temperature) using ice/salt mixture. Potassium-t-butoxide (56 g, 0.5 moles) is added in portions, maintaining the temperature below +20° C. The mixture is stirred at room temperature overnight, then poured into 2N HCl (1 L) and water (1 L). After saturating with NaCl, the mixture is extracted with ether (1.5 L). The organic phase...